From a dataset of the Open Reaction Database (ORD), a public repository of structured organic reaction records. describe an organic reaction: reactants, conditions, products, and yield Reactants: CC(C(=O)OCC)(C)SC1=CC=NN1C1=CC=CC2=CC=CC=C12 (ethyl 2-methyl-2-(1-(naphthalen-1-yl)-1H-pyrazol-5-ylthio)propanoate), [OH-].[Na+] (sodium hydroxide). The solvent is CO (methanol). The product is CC(C(=O)O)(C)SC1=CC=NN1C1=CC=CC2=CC=CC=C12 (2-methyl-2-(1-(naphthalen-1-yl)-1H-pyrazol-5-ylthio)propanoic acid). As a reaction SMILES: [CH3:1][C:2]([S:9][C:10]1[N:14]([C:15]2[C:24]3[C:19](=[CH:20][CH:21]=[CH:22][CH:23]=3)[CH:18]=[CH:17][CH:16]=2)[N:13]=[CH:12][CH:11]=1)([CH3:8])[C:3]([O:5]CC)=[O:4].[OH-].[Na+]>CO>[CH3:8][C:2]([S:9][C:10]1[N:14]([C:15]2[C:24]3[C:19](=[CH:20][CH:21]=[CH:22][CH:23]=3)[CH:18]=[CH:17][CH:16]=2)[N:13]=[CH:12][CH:11]=1)([CH3:1])[C:3]([OH:5])=[O:4] |f:1.2|. Procedure details: A mixture of ethyl 2-methyl-2-(1-(naphthalen-1-yl)-1H-pyrazol-5-ylthio)propanoate (124 mg, 0.36 mmol), aqueous sodium hydroxide solution (10%, 5 mL) and methanol (5 mL) was stirred at reflux for 2 hours. The reaction was then cooled to room temperature and the methanol removed. Water was added, neutralized with 1N HCl and extracted with ethyl acetate. The organic layer was dried over sodium sulfate and concentrated. Purification by preparative thin layer chromatography (95% dichloromethane/5% me... The reactants are CC(C)CC(O)C(O)C(CC1CCCCC1)NC(=O)C(CC(=O)O)Cc1cscn1, [Li+], O=C1NCCO1, [OH-], OO. Yields the product O=C(O)CC(Cc1cscn1)C(=O)O. RXN SMILES: [CH:1]1([CH2:2][CH:3]([NH:4][C:18]([CH:19]([CH2:20][C:21](=[O:22])[OH:23])[CH2:24][c:25]2[n:26][cH:27][s:28][cH:29]2)=[O:30])[CH:5]([OH:6])[CH:7]([OH:8])[CH2:9][CH:10]([CH3:11])[CH3:12])[CH2:13][CH2:14][CH2:15][CH2:16][CH2:17]1.[Li+:40].[O:31]1[CH2:32][CH2:33][NH:34][C:35]1=[O:36].[OH-:39].[OH:37][OH:38]>>[C:18]([CH:19]([CH2:20][C:21](=[O:22])[OH:23])[CH2:24][c:25]1[n:26][cH:27][s:28][cH:29]1)([OH:30])=[O:31]. The reactants are [H-].[Na+] (Sodium hydride), O (water), COC1=CC=C(CO)C=C1 (4-methoxybenzyl alcohol), FCCOC1=CC=C(CCl)C=C1 (4-(2-fluoroethoxy)benzyl chloride). Run in C(C)#N (acetonitrile). Conditions: time 30 minute. Product: COC1=CC=C(COCC2=CC=C(C=C2)OCCF)C=C1 (4-(2-fluoroethoxy)benzyl 4-methoxybenzyl ether). Yield: 69.3%. Reaction SMILES: [H-].[Na+].[CH3:3][O:4][C:5]1[CH:12]=[CH:11][C:8]([CH2:9][OH:10])=[CH:7][CH:6]=1.[F:13][CH2:14][CH2:15][O:16][C:17]1[CH:24]=[CH:23][C:20]([CH2:21]Cl)=[CH:19][CH:18]=1.O>C(#N)C>[CH3:3][O:4][C:5]1[CH:12]=[CH:11][C:8]([CH2:9][O:10][CH2:21][C:20]2[CH:19]=[CH:18][C:17]([O:16][CH2:15][CH2:14][F:13])=[CH:24][CH:23]=2)=[CH:7][CH:6]=1 |f:0.1|. Reported procedure: Sodium hydride (0.32 g; 60% in oil) was suspended in 30 ml of dry acetonitrile, and 1.1 g of 4-methoxybenzyl alcohol was added. The mixture was stirred at 50° to 60° C. for 30 minutes. Then, 1.5 g of 4-(2-fluoroethoxy)benzyl chloride was added. The mixture was heated under reflux for 3 hours. The reaction mixture was cooled to room temperature, poured into water, and extracted with toluene. The toluene layer was washed with water, and dried over anhydrous sodium sulfate. Toluene was evaporated u... Reactants: [BH4-].[Li+] (lithium borohydride), O1CCCC1 (tetrahydrofuran), C(CCCCCCCCCCCCCCC)SCCC(=O)OCC (3-(hexadecylthio)propanoic acid, ethyl ester). Run in O (water). Yields the product C(CCCCCCCCCCCCCCC)SCCCO (3-(Hexadecylthio)-1-propanol). Isolated yield 99.1%. As a reaction SMILES: [BH4-].[Li+].O1CCCC1.[CH2:8]([S:24][CH2:25][CH2:26][C:27](OCC)=[O:28])[CH2:9][CH2:10][CH2:11][CH2:12][CH2:13][CH2:14][CH2:15][CH2:16][CH2:17][CH2:18][CH2:19][CH2:20][CH2:21][CH2:22][CH3:23]>O>[CH2:8]([S:24][CH2:25][CH2:26][CH2:27][OH:28])[CH2:9][CH2:10][CH2:11][CH2:12][CH2:13][CH2:14][CH2:15][CH2:16][CH2:17][CH2:18][CH2:19][CH2:20][CH2:21][CH2:22][CH3:23] |f:0.1|. Procedure details: To a slurry of 147.4 mg of lithium borohydride in ml of tetrahydrofuran is added 2.4 g of 3-(hexadecylthio)propanoic acid, ethyl ester. This mixture is refluxed overnight, poured into water and extracted with ethyl acetate, to give 2.1 g of the desired compound. Reactants: O=C(O)c1ccc(Br)c(F)c1, CC(C)CCN, ClCCl, O. As a reaction SMILES: [Br:1][c:2]1[c:3]([F:11])[cH:4][c:5]([C:6](=[O:7])[OH:8])[cH:9][cH:10]1.[CH2:12]([CH2:13][CH:14]([CH3:15])[CH3:16])[NH2:17].[Cl:19][CH2:20][Cl:21].[OH2:18]>>[Br:1][c:2]1[c:3]([F:11])[cH:4][c:5]([C:6](=[O:8])[NH:17][CH2:12][CH2:13][CH:14]([CH3:15])[CH3:16])[cH:9][cH:10]1. Product: CC(C)CCNC(=O)c1ccc(Br)c(F)c1. Starting materials: CN(C)CCCC(=O)O, CN(C)C=O, CCOC(C)=O, CC(C)N=C=NC(C)C, Cl, Nc1ccc(-c2nnc(CN(CCOc3ccccc3)S(=O)(=O)c3ccccc3[N+](=O)[O-])o2)cc1, On1nnc2ccccc21. Yields the product CN(C)CCCC(=O)Nc1ccc(-c2nnc(CN(CCOc3ccccc3)S(=O)(=O)c3ccccc3[N+](=O)[O-])o2)cc1. Reaction SMILES: [CH3:37][N:38]([CH3:39])[CH2:40][CH2:41][CH2:42][C:43](=[O:44])[OH:45].[CH3:65][N:66]([CH3:67])[CH:68]=[O:69].[CH3:70][CH2:71][O:72][C:73](=[O:74])[CH3:75].[CH:56]([N:57]=[C:58]=[N:59][CH:60]([CH3:61])[CH3:62])([CH3:63])[CH3:64].[ClH:36].[N+:1](=[O:2])([O-:3])[c:4]1[c:5]([S:10](=[O:11])(=[O:12])[N:13]([CH2:14][CH2:15][O:16][c:17]2[cH:18][cH:19][cH:20][cH:21][cH:22]2)[CH2:23][c:24]2[o:25][c:26](-[c:29]3[cH:30][cH:31][c:32]([NH2:35])[cH:33][cH:34]3)[n:27][n:28]2)[cH:6][cH:7][cH:8][cH:9]1.[OH:46][n:47]1[c:48]2[cH:49][cH:50][cH:51][cH:52][c:53]2[n:54][n:55]1>>[N+:1](=[O:2])([O-:3])[c:4]1[c:5]([S:10](=[O:11])(=[O:12])[N:13]([CH2:14][CH2:15][O:16][c:17]2[cH:18][cH:19][cH:20][cH:21][cH:22]2)[CH2:23][c:24]2[o:25][c:26](-[c:29]3[cH:30][cH:31][c:32]([NH:35][C:43]([CH2:42][CH2:41][CH2:40][N:38]([CH3:37])[CH3:39])=[O:44])[cH:33][cH:34]3)[n:27][n:28]2)[cH:6][cH:7][cH:8][cH:9]1. The reactants are CCCCc1ncc(C=C2C(=O)N(CCCC)C(=O)N2Cc2csc(C)n2)n1Cc1ccc(C(=O)OC)cc1, CC(=O)[O-], Cl, [Na+], O. The product is CCCCc1ncc(C=C2C(=O)N(CCCC)C(=O)N2Cc2csc(C)n2)n1Cc1ccc(C(=O)O)cc1. RXN SMILES: [CH2:1]([CH2:2][CH2:3][CH3:4])[c:5]1[n:6]([CH2:29][c:30]2[cH:31][cH:32][c:33]([C:34](=[O:35])[O:36][CH3:37])[cH:38][cH:39]2)[c:7]([CH:10]=[C:11]2[N:12]([CH2:22][c:23]3[n:24][c:25]([CH3:28])[s:26][cH:27]3)[C:13](=[O:21])[N:14]([CH2:17][CH2:18][CH2:19][CH3:20])[C:15]2=[O:16])[cH:8][n:9]1.[CH3:42][C:43](=[O:44])[O-:45].[ClH:40].[Na+:41].[OH2:46]>>[CH2:1]([CH2:2][CH2:3][CH3:4])[c:5]1[n:6]([CH2:29][c:30]2[cH:31][cH:32][c:33]([C:34](=[O:35])[OH:36])[cH:38][cH:39]2)[c:7]([CH:10]=[C:11]2[N:12]([CH2:22][c:23]3[n:24][c:25]([CH3:28])[s:26][cH:27]3)[C:13](=[O:21])[N:14]([CH2:17][CH2:18][CH2:19][CH3:20])[C:15]2=[O:16])[cH:8][n:9]1. Reactants: CCOC(=O)c1ccc(CCl)cn1, Cc1cc(C(O)(C(C)c2ccc(O)cc2Cl)C(F)(F)F)ccn1. Yields the product CCOC(=O)c1ccc(COc2ccc(C(C)C(O)(c3ccnc(C)c3)C(F)(F)F)c(Cl)c2)cn1. Reaction SMILES: [CH2:24]([CH3:25])[O:26][C:27](=[O:28])[c:29]1[n:30][cH:31][c:32]([CH2:35][Cl:36])[cH:33][cH:34]1.[Cl:1][c:2]1[cH:3][c:4]([OH:23])[cH:5][cH:6][c:7]1[CH:8]([C:9]([C:10]([F:11])([F:12])[F:13])([c:14]1[cH:15][c:16]([CH3:20])[n:17][cH:18][cH:19]1)[OH:21])[CH3:22]>>[Cl:1][c:2]1[cH:3][c:4]([O:23][CH2:35][c:32]2[cH:31][n:30][c:29]([C:27]([O:26][CH2:24][CH3:25])=[O:28])[cH:34][cH:33]2)[cH:5][cH:6][c:7]1[CH:8]([C:9]([C:10]([F:11])([F:12])[F:13])([c:14]1[cH:15][c:16]([CH3:20])[n:17][cH:18][cH:19]1)[OH:21])[CH3:22]. The reactants are FC(C(C(=O)O)(C)O)(F)F (3,3,3-trifluoro-2-hydroxy-2-methylpropionic acid), S(=O)(Cl)Cl (thionyl chloride), Example 11, NC1=CC=CC2=C1C(C1=C(CO2)C=CS1)=O (9-amino-4,10-dihydrothieno[3,2-c][1]benzoxepin-10-one). The solvent is CC(=O)N(C)C (dimethylacetamide), C(C)(=O)OCC (ethyl acetate). Conditions: time 1 hour. The product is FC(C(C(=O)NC1=CC=CC2=C1C(C1=C(CO2)C=CS1)=O)(C)O)(F)F (9-(3,3,3-Trifluoro-2-hydroxy-2-methylpropanoylamino)-4,10-dihydrothieno[3,2-c][1]benzoxepin-10-one). Yield: 89.0%. RXN SMILES: [F:1][C:2]([F:10])([F:9])[C:3]([OH:8])([CH3:7])[C:4](O)=[O:5].S(Cl)(Cl)=O.[NH2:15][C:16]1[C:21]2[C:22](=[O:30])[C:23]3[S:29][CH:28]=[CH:27][C:24]=3[CH2:25][O:26][C:20]=2[CH:19]=[CH:18][CH:17]=1>CC(N(C)C)=O.C(OCC)(=O)C>[F:1][C:2]([F:10])([F:9])[C:3]([OH:8])([CH3:7])[C:4]([NH:15][C:16]1[C:21]2[C:22](=[O:30])[C:23]3[S:29][CH:28]=[CH:27][C:24]=3[CH2:25][O:26][C:20]=2[CH:19]=[CH:18][CH:17]=1)=[O:5]. Procedure: In dimethylacetamide (3 ml) was dissolved 3,3,3-trifluoro-2-hydroxy-2-methylpropionic acid (0.32 g, 2.03 mmol), and thionyl chloride (148 μl, 2.03 mmol) was added thereto at -15° C., followed by stirring at -15° to -5° C. for one hour. To this reaction mixture was added 9-amino-4,10-dihydrothieno[3,2-c][1]benzoxepin-10-one obtained in Reference Example 11 (0.23 g, 1.02 mmol), and the mixture was stirred overnight at room temperature. After concentration of the reaction mixture under reduced pres... Reactants: NC(=C(C(N)=S)C#N)C(C)C (3-amino-2-cyano-4-methyl-2-pentenethioamide), C(C)O (ethanol), OO (hydrogen peroxide). The solvent is O (water), O (water). Conditions: time 17.75 hour. Product: NC1=C(C(=NS1)C(C)C)C#N (5-amino-4-cyano-3-isopropylisothiazole). The yield is 97.2%. As a reaction SMILES: [NH2:1][C:2]([CH:9]([CH3:11])[CH3:10])=[C:3]([C:7]#[N:8])[C:4](=[S:6])[NH2:5].C(O)C.OO>O>[NH2:5][C:4]1[S:6][N:1]=[C:2]([CH:9]([CH3:11])[CH3:10])[C:3]=1[C:7]#[N:8]. Procedure: To a stirred mixture of 444.3 g of 3-amino-2-cyano-4-methyl-2-pentenethioamide (from part B) and 1315 ml of ethanol were added dropwise 298 g of 30% hydrogen peroxide (containing 89.4 g of active H2O2) during 1.25 hours. The reaction temperature was maintained at 30°-35° with an ice bath. The reaction mixture was stirred an additional 17.5-18 hours in an ambient temperature water bath. The reaction mixture was poured into 5100 ml of cold water with stirring. The water was cooled in an ice-water ...